describe an organic reaction: reactants, conditions, products, and yield From a dataset of the Open Reaction Database (ORD), a public repository of structured organic reaction records. Reactants: COC(C1=C(C=CC=C1[N+](=O)[O-])CN(C(=O)OC(C)(C)C)C(=O)OC(C)(C)C)=O (2-(di-tert-butoxycarbonylamino-methyl)-6-nitro-benzoic acid methyl ester), FC(C(=O)O)(F)F (trifluoroacetic acid), C([O-])(O)=O.[Na+] (sodium bicarbonate). The solvent is C(Cl)Cl (methylene chloride). Reaction conditions: time 8 hour. The product is COC(C1=C(C=CC=C1[N+](=O)[O-])CNC(=O)OC(C)(C)C)=O (2-(tert-butoxycarbonylamino-methyl)-6-nitro-benzoic acid methyl ester). RXN SMILES: [CH3:1][O:2][C:3](=[O:29])[C:4]1[C:9]([N+:10]([O-:12])=[O:11])=[CH:8][CH:7]=[CH:6][C:5]=1[CH2:13][N:14](C(OC(C)(C)C)=O)[C:15]([O:17][C:18]([CH3:21])([CH3:20])[CH3:19])=[O:16].FC(F)(F)C(O)=O.C(=O)(O)[O-].[Na+]>C(Cl)Cl>[CH3:1][O:2][C:3](=[O:29])[C:4]1[C:9]([N+:10]([O-:12])=[O:11])=[CH:8][CH:7]=[CH:6][C:5]=1[CH2:13][NH:14][C:15]([O:17][C:18]([CH3:20])([CH3:19])[CH3:21])=[O:16] |f:2.3|. Procedure details: To a stirred brown solution of 2-(di-tert-butoxycarbonylamino-methyl)-6-nitro-benzoic acid methyl ester (51.53 g, 126 mmol) in methylene chloride (600 mL), was added trifluoroacetic acid (18.2 mL, 245 mmol), and the mixture was stirred at room temp overnight. Sat. sodium bicarbonate (400 mL) was added to the solution, and the mixture was stirred for 10 minutes. The organic layer was separated, dried over magnesium sulfate and evaporated to give 2-(tert-butoxycarbonylamino-methyl)-6-nitro-benzoic... The reactants are C1CCOC1, N#Cc1ccc(C2CC(=O)c3cncn32)c(F)c1, CC(F)(F)c1ccc(I)cc1. Product: CC(F)(F)c1ccc(C2(O)CC(c3ccc(C#N)cc3F)n3cncc32)cc1. As a reaction SMILES: [CH2:30]1[O:31][CH2:32][CH2:33][CH2:34]1.[F:12][c:13]1[cH:14][c:15]([C:16]#[N:17])[cH:18][cH:19][c:20]1[CH:21]1[CH2:22][C:23](=[O:29])[c:24]2[n:25]1[cH:26][n:27][cH:28]2.[F:1][C:2]([CH3:3])([F:4])[c:5]1[cH:6][cH:7][c:8]([I:11])[cH:9][cH:10]1>>[F:1][C:2]([CH3:3])([F:4])[c:5]1[cH:6][cH:7][c:8]([C:23]2([OH:29])[CH2:22][CH:21]([c:20]3[c:13]([F:12])[cH:14][c:15]([C:16]#[N:17])[cH:18][cH:19]3)[n:25]3[c:24]2[cH:28][n:27][cH:26]3)[cH:9][cH:10]1. The reactants are Compound II, N1=CC=C(C=C1)CNC(NOCC(=O)O)=O (2-(3-(pyridin-4-ylmethyl)ureidooxy)acetic acid), N[C@H](C(=O)N(CC1=CC=CC2=CC=CC=C12)[C@H](C(OCC)OCC)C)C ((S)-2-amino-N—((S)-1,1-diethoxypropan-2-yl)-N-(naphthalen-1-ylmethyl)-propanamide). Yields the product C(C)OC([C@H](C)N(C([C@H](C)NC(CONC(=O)NCC1=CC=NC=C1)=O)=O)CC1=CC=CC2=CC=CC=C12)OCC (1-(2-((S)-1-(((S)-1,1-diethoxypropan-2-yl)(naphthalen-1-ylmethyl)amino)-1-oxopropan-2-ylamino)-2-oxoethoxy)-3-(pyridin-4-ylmethyl)urea). As a reaction SMILES: [N:1]1[CH:6]=[CH:5][C:4]([CH2:7][NH:8][C:9](=[O:16])[NH:10][O:11][CH2:12][C:13]([OH:15])=O)=[CH:3][CH:2]=1.[NH2:17][C@@H:18]([CH3:42])[C:19]([N:21]([C@@H:33]([CH3:41])[CH:34]([O:38][CH2:39][CH3:40])[O:35][CH2:36][CH3:37])[CH2:22][C:23]1[C:32]2[C:27](=[CH:28][CH:29]=[CH:30][CH:31]=2)[CH:26]=[CH:25][CH:24]=1)=[O:20]>>[CH2:39]([O:38][CH:34]([O:35][CH2:36][CH3:37])[C@@H:33]([N:21]([CH2:22][C:23]1[C:32]2[C:27](=[CH:28][CH:29]=[CH:30][CH:31]=2)[CH:26]=[CH:25][CH:24]=1)[C:19](=[O:20])[C@@H:18]([NH:17][C:13](=[O:15])[CH2:12][O:11][NH:10][C:9]([NH:8][CH2:7][C:4]1[CH:3]=[CH:2][N:1]=[CH:6][CH:5]=1)=[O:16])[CH3:42])[CH3:41])[CH3:40]. Reported procedure: According to the procedure described in the synthesis method of Compound II-15, 2-(3-(pyridin-4-ylmethyl)ureidooxy)acetic acid VI-10) 94 mg (0.42 mmol) was coupled with (S)-2-amino-N—((S)-1,1-diethoxypropan-2-yl)-N-(naphthalen-1-ylmethyl)-propanamide (Compound IV-10) 100 mg (0.28 mmol) to obtain the title compound. Reactants: NCCC(C)N1CCC(CC1)N(C1=CC2=C(OCCO2)C=C1)CC1=C(C=CC(=C1)Cl)F ([1-(3-amino-1-methyl-propyl)-piperidin-4-yl]-(5-chloro-2-fluoro-benzyl)-(2,3-dihydro-benzo[1,4]dioxin-6-yl)-amine), CC1=C(C(=O)O)C(=CC=C1)C (2,6-dimethyl-benzoic acid). The product is ClC=1C=CC(=C(CN(C2CCN(CC2)C(CCNC(C2=C(C=CC=C2C)C)=O)C)C2=CC3=C(OCCO3)C=C2)C1)F (N-(3-{4-[(5-Chloro-2-fluoro-benzyl)-(2,3-dihydro-benzo[1,4]dioxin-6-yl)-amino]-piperidin-1-yl}-butyl)-2,6-dimethyl-benzamide). Isolated yield 85.3%. As a reaction SMILES: [NH2:1][CH2:2][CH2:3][CH:4]([N:6]1[CH2:11][CH2:10][CH:9]([N:12]([CH2:23][C:24]2[CH:29]=[C:28]([Cl:30])[CH:27]=[CH:26][C:25]=2[F:31])[C:13]2[CH:22]=[CH:21][C:16]3[O:17][CH2:18][CH2:19][O:20][C:15]=3[CH:14]=2)[CH2:8][CH2:7]1)[CH3:5].[CH3:32][C:33]1[CH:41]=[CH:40][CH:39]=[C:38]([CH3:42])[C:34]=1[C:35](O)=[O:36]>>[Cl:30][C:28]1[CH:27]=[CH:26][C:25]([F:31])=[C:24]([CH:29]=1)[CH2:23][N:12]([C:13]1[CH:22]=[CH:21][C:16]2[O:17][CH2:18][CH2:19][O:20][C:15]=2[CH:14]=1)[CH:9]1[CH2:8][CH2:7][N:6]([CH:4]([CH3:5])[CH2:3][CH2:2][NH:1][C:35](=[O:36])[C:34]2[C:38]([CH3:42])=[CH:39][CH:40]=[CH:41][C:33]=2[CH3:32])[CH2:11][CH2:10]1. Procedure: Using general procedure E, [1-(3-amino-1-methyl-propyl)-piperidin-4-yl]-(5-chloro-2-fluoro-benzyl)-(2,3-dihydro-benzo[1,4]dioxin-6-yl)-amine (see EXAMPLE 215) (86 mg, 0.19 mmol) and 2,6-dimethyl-benzoic acid (40 mg, 0.27 mmol) gave COMPOUND 216 as a white foam (94 mg, 84%). 1H NMR (CDCl3) δ 0.83-1.14 (m, 2H), 0.98 (d, 3H, J=6.6 Hz), 1.47-1.57 (m, 1H), 1.66-1.81 (m, 3H), 2.06-2.17 (m, 1H), 2.30 (s, 6H), 2.46-2.57 (m, 1H), 2.69-2.90 (m, 3H), 3.22-3.33 (m, 1H), 3.36-3.47 (m, 1H), 3.75 (s, 2H), 3.81... Starting materials: ClC(C1=NC2=C(N1)C=CC=C2)(Cl)Cl (2-(Trichloromethyl)-1H-benzimidazole), CC(CN[C@@H]1CN(C[C@@H](C1)C(=O)N1CCOCC1)C(=O)OC(C)(C)C)C (tert-butyl (3S,5R)-3-{(2-methylpropyl)amino}-5-(morpholin-4-ylcarbonyl)piperidine-1-carboxylate), C(O)([O-])=O.[Na+] (sodium hydrogen carbonate). The solvent is O1CCCC1.O (tetrahydrofuran water). Run at time 1 hour. Product: N1C(=NC2=C1C=CC=C2)C(=O)N([C@@H]2CN(C[C@@H](C2)C(=O)N2CCOCC2)C(=O)OC(C)(C)C)CC(C)C (tert-butyl (3S,5R)-3-{(1H-benzimidazol-2-ylcarbonyl)(2-methylpropyl)amino}-5-(morpholin-4-ylcarbonyl)piperidine-1-carboxylate). Yield: 76.8%. Reaction SMILES: Cl[C:2](Cl)(Cl)[C:3]1[NH:7][C:6]2[CH:8]=[CH:9][CH:10]=[CH:11][C:5]=2[N:4]=1.[CH3:14][CH:15]([CH3:39])[CH2:16][NH:17][C@H:18]1[CH2:23][C@@H:22]([C:24]([N:26]2[CH2:31][CH2:30][O:29][CH2:28][CH2:27]2)=[O:25])[CH2:21][N:20]([C:32]([O:34][C:35]([CH3:38])([CH3:37])[CH3:36])=[O:33])[CH2:19]1.C(=O)([O-])[OH:41].[Na+]>O1CCCC1.O>[NH:4]1[C:5]2[CH:11]=[CH:10][CH:9]=[CH:8][C:6]=2[N:7]=[C:3]1[C:2]([N:17]([CH2:16][CH:15]([CH3:39])[CH3:14])[C@H:18]1[CH2:23][C@@H:22]([C:24]([N:26]2[CH2:31][CH2:30][O:29][CH2:28][CH2:27]2)=[O:25])[CH2:21][N:20]([C:32]([O:34][C:35]([CH3:37])([CH3:36])[CH3:38])=[O:33])[CH2:19]1)=[O:41] |f:2.3,4.5|. Reported procedure: 2-(Trichloromethyl)-1H-benzimidazole (2.00 g) and tert-butyl (3S,5R)-3-{(2-methylpropyl)amino}-5-(morpholin-4-ylcarbonyl)piperidine-1-carboxylate (2.84 g) were dissolved in tetrahydrofuran-water (3:2, 150 ml), sodium hydrogen carbonate (6.45 g) was added and the mixture was stirred at room temperature for 1 hr. The reaction mixture was concentrated under reduced pressure, diluted with water, and the mixture was extracted with ethyl acetate. The extract was washed with saturated brine, dried over... The reactants are CCOC(=O)c1nc(N2CCN(CCO)CC2)n(C)c(=O)c1O, NCc1ccc(F)cc1, CN(C)C=O. The product is Cn1c(N2CCN(CCO)CC2)nc(C(=O)NCc2ccc(F)cc2)c(O)c1=O. RXN SMILES: [CH2:1]([O:3][C:4](=[O:2])[c:6]1[n:7][c:8]([N:15]2[CH2:16][CH2:17][N:18]([CH2:21][CH2:22][OH:23])[CH2:19][CH2:20]2)[n:9]([CH3:14])[c:10](=[O:13])[c:11]1[OH:12])[CH3:5].[F:24][c:25]1[cH:26][cH:27][c:28]([CH2:29][NH2:30])[cH:31][cH:32]1.[O:33]=[CH:34][N:35]([CH3:36])[CH3:37]>>[O:3]=[C:4]([c:6]1[n:7][c:8]([N:15]2[CH2:16][CH2:17][N:18]([CH2:21][CH2:22][OH:23])[CH2:19][CH2:20]2)[n:9]([CH3:14])[c:10](=[O:13])[c:11]1[OH:12])[NH:30][CH2:29][c:28]1[cH:27][cH:26][c:25]([F:24])[cH:32][cH:31]1.